Dataset: the Open Reaction Database (ORD), a public repository of structured organic reaction records. Task: describe an organic reaction: reactants, conditions, products, and yield Reactants: BrC1=NN(C2=NC(=NC=C21)NC)CC2CCC(CC2)NC(OC(C)(C)C)=O (tert-butyl 4-((3-bromo-6-(methylamino)-1H-pyrazolo[3,4-d]pyrimidin-1-yl)methyl)cyclohexylcarbamate), B(C=1C=CC(=CC1)C)(O)O (p-tolylboronic acid), P([O-])([O-])=O.[K+].[K+] (potassium phosphonate), O1CCOCC1 (dioxane). Reagents/catalysts: C=1C=CC(=CC1)[P](C=2C=CC=CC2)(C=3C=CC=CC3)[Pd]([P](C=4C=CC=CC4)(C=5C=CC=CC5)C=6C=CC=CC6)([P](C=7C=CC=CC7)(C=8C=CC=CC8)C=9C=CC=CC9)[P](C=1C=CC=CC1)(C=1C=CC=CC1)C=1C=CC=CC1 (tetrakis(triphenylphosphine)palladium). Solvent: O (water), CCOC(=O)C (EtOAc). Run at temperature 150 celsius, time 5 minute. Yields the product CNC1=NC=C2C(=N1)N(N=C2C2=CC=C(C=C2)C)CC2CCC(CC2)NC(OC(C)(C)C)=O (tert-butyl 4-((6-(methylamino)-3-p-tolyl-1H-pyrazolo[3,4-d]pyrimidin-1-yl)methyl)cyclohexylcarbamate). Yield: 88.8%. Reaction SMILES: Br[C:2]1[C:10]2[C:5](=[N:6][C:7]([NH:11][CH3:12])=[N:8][CH:9]=2)[N:4]([CH2:13][CH:14]2[CH2:19][CH2:18][CH:17]([NH:20][C:21](=[O:27])[O:22][C:23]([CH3:26])([CH3:25])[CH3:24])[CH2:16][CH2:15]2)[N:3]=1.B(O)(O)[C:29]1[CH:30]=[CH:31][C:32]([CH3:35])=[CH:33][CH:34]=1.P(=O)([O-])[O-].[K+].[K+].O1CCOCC1>CCOC(C)=O.C1C=CC([P]([Pd]([P](C2C=CC=CC=2)(C2C=CC=CC=2)C2C=CC=CC=2)([P](C2C=CC=CC=2)(C2C=CC=CC=2)C2C=CC=CC=2)[P](C2C=CC=CC=2)(C2C=CC=CC=2)C2C=CC=CC=2)(C2C=CC=CC=2)C2C=CC=CC=2)=CC=1.O>[CH3:12][NH:11][C:7]1[N:6]=[C:5]2[N:4]([CH2:13][CH:14]3[CH2:19][CH2:18][CH:17]([NH:20][C:21](=[O:27])[O:22][C:23]([CH3:26])([CH3:25])[CH3:24])[CH2:16][CH2:15]3)[N:3]=[C:2]([C:29]3[CH:34]=[CH:33][C:32]([CH3:35])=[CH:31][CH:30]=3)[C:10]2=[CH:9][N:8]=1 |f:2.3.4,^1:59,61,80,99|. Reported procedure: A 30 mL microwave tube was charged with tert-butyl 4-((3-bromo-6-(methylamino)-1H-pyrazolo[3,4-d]pyrimidin-1-yl)methyl)cyclohexylcarbamate (0.070 g, 0.16 mmol), p-tolylboronic acid (0.065 g, 0.48 mmol), potassium phosphonate (0.10 g, 0.48 mmol), tetrakis(triphenylphosphine)palladium (0.018 g, 0.016 mmol), dioxane (2 mL) and water (0.5 mL). After stirring for 5 min, the reaction was heat at 150° C. for 10 min in microwave. The reaction was diluted with EtOAc and washed with water. The aqueous lay... The reactants are CS(C)=O, [Cu], Nc1ccc(I)cc1F, FC(F)(F)C(F)(F)C(F)(F)C(F)(F)I. The product is Nc1ccc(C(F)(F)C(F)(F)C(F)(F)C(F)(F)F)cc1F. As a reaction SMILES: [CH3:24][S:25]([CH3:26])=[O:27].[Cu:28].[F:15][c:16]1[c:17]([NH2:18])[cH:19][cH:20][c:21]([I:23])[cH:22]1.[F:1][C:2]([C:3]([C:4]([C:5]([I:6])([F:7])[F:8])([F:9])[F:10])([F:11])[F:12])([F:13])[F:14]>>[F:1][C:2]([C:3]([C:4]([C:5]([F:7])([F:8])[c:21]1[cH:20][cH:19][c:17]([NH2:18])[c:16]([F:15])[cH:22]1)([F:9])[F:10])([F:11])[F:12])([F:13])[F:14].